From a dataset of the Open Reaction Database (ORD), a public repository of structured organic reaction records. describe an organic reaction: reactants, conditions, products, and yield Starting materials: C1(=CC=CC=C1)O (phenol), diaryl ethers, phenols. The reagents and catalysts are O=[Th]=O (thoria). Product: C1(=CC=CC=C1)OC1=CC=CC=C1 (diphenyl oxide), C1=CC=CC=2OC3=C(C21)C=CC=C3 (dibenzofuran). Reaction SMILES: [C:1]1([OH:7])[CH:6]=[CH:5][CH:4]=[CH:3][CH:2]=1>O=[Th]=O>[C:1]1([O:7][C:1]2[CH:6]=[CH:5][CH:4]=[CH:3][CH:2]=2)[CH:6]=[CH:5][CH:4]=[CH:3][CH:2]=1.[CH:5]1[C:6]2[C:2]3[CH:3]=[CH:4][CH:5]=[CH:6][C:1]=3[O:7][C:1]=2[CH:2]=[CH:3][CH:4]=1. Procedure: However, it is more desirable to prepare diaryl ethers by the dehydration of phenols. The dehydration was first reported by P. Sabatier and A. Mailhe (Compt. Rend., 151, 1910, 492-494). They passed phenol over a thoria catalyst at 410° C. and atmospheric pressure to obtain diphenyl oxide and dibenzofuran as a byproduct. Reactants: C(#N)C=1C(=C(C(=C(C(=O)O)C1I)I)C(=O)O)I (5-cyano-2,4,6-triiodoisophthalic acid), ice, S(O)(O)(=O)=O (sulfuric acid). Run at time 1 hour. Product: C(N)(=O)C=1C(=C(C(=C(C(=O)O)C1I)I)C(=O)O)I (5-carbamoyl- 2,4,6-triiodoisophthalic acid). Isolated yield 82.0%. As a reaction SMILES: [C:1]([C:3]1[C:4]([I:17])=[C:5]([C:14]([OH:16])=[O:15])[C:6]([I:13])=[C:7]([C:11]=1[I:12])[C:8]([OH:10])=[O:9])#[N:2].S(=O)(=O)(O)[OH:19]>>[C:1]([C:3]1[C:11]([I:12])=[C:7]([C:8]([OH:10])=[O:9])[C:6]([I:13])=[C:5]([C:4]=1[I:17])[C:14]([OH:16])=[O:15])(=[O:19])[NH2:2]. Procedure details: 100 g of 5-cyano-2,4,6-triiodoisophthalic acid is suspended in 400 ml of concentrated sulfuric acid and heated first under agitation for 30 minutes to 60° C., then for 2 hours to 95° C. The thus-produced, clear solution is then poured on 1.2 kg of ice and stirred for one hour in an ice bath. The thus-precipitated crude product is vacuum-filtered, dissolved under heating in 400 ml of ethanol, and the solution is combined with 70 ml of concentrated sodium hydroxide solution. After several hours of... Starting materials: CS(C)=O, N#C[Na], O, Cc1ccc(-c2nc(CCCOS(=O)(=O)c3ccc(C)cc3)c(C(F)(F)F)o2)cc1. Product: Cc1ccc(-c2nc(CCCC#N)c(C(F)(F)F)o2)cc1. As a reaction SMILES: [CH3:1][S:2]([CH3:3])=[O:4].[Na:35][C:36]#[N:37].[OH2:38].[c:5]1([CH3:6])[cH:7][cH:8][c:9]([S:10]([O:11][CH2:15][CH2:16][CH2:17][c:18]2[n:19][c:20](-[c:27]3[cH:28][cH:29][c:30]([CH3:33])[cH:31][cH:32]3)[o:21][c:22]2[C:23]([F:24])([F:25])[F:26])(=[O:12])=[O:13])[cH:14][cH:34]1>>[CH2:15]([CH2:16][CH2:17][c:18]1[n:19][c:20](-[c:27]2[cH:28][cH:29][c:30]([CH3:33])[cH:31][cH:32]2)[o:21][c:22]1[C:23]([F:24])([F:25])[F:26])[C:36]#[N:37]. The reactants are [H-].[Na+] (sodium hydride), FC1=C(C=CC(=C1)CC(C)=O)C1=CC=CC=C1 (2-fluoro-4-biphenylyl acetone), C(CC1=CC=CC=C1)Br (phenethyl bromide). Run in CN(C=O)C (dimethylformamide), CN(C=O)C (dimethylformamide). Yields the product FC1=C(C=CC(=C1)C(C(C)=O)CCC1=CC=CC=C1)C1=CC=CC=C1 (3-(2-fluoro-4-biphenylyl)-5-phenylpentan-2-one). Reaction SMILES: [H-].[Na+].[F:3][C:4]1[CH:9]=[C:8]([CH2:10][C:11](=[O:13])[CH3:12])[CH:7]=[CH:6][C:5]=1[C:14]1[CH:19]=[CH:18][CH:17]=[CH:16][CH:15]=1.[CH2:20](Br)[CH2:21][C:22]1[CH:27]=[CH:26][CH:25]=[CH:24][CH:23]=1>CN(C)C=O>[F:3][C:4]1[CH:9]=[C:8]([CH:10]([CH2:20][CH2:21][C:22]2[CH:27]=[CH:26][CH:25]=[CH:24][CH:23]=2)[C:11](=[O:13])[CH3:12])[CH:7]=[CH:6][C:5]=1[C:14]1[CH:15]=[CH:16][CH:17]=[CH:18][CH:19]=1 |f:0.1|. Procedure details: 1.93 g of 60% oily sodium hydride was suspended in 70 ml of dimethylformamide, and a solution of 10.0 g of 2-fluoro-4-biphenylyl acetone in 30 ml of dimethylformamide, was added under cooling with ice with stirring, followed by stirring at room temperature for 50 minutes. Then, 7.20 ml of phenethyl bromide was added, followed by stirring at room temperature for 18 hours. The reaction solution was extracted by an addition of water and ethyl ether, and the organic layer was washed with a saturated...